Task: describe an organic reaction: reactants, conditions, products, and yield. Dataset: the Open Reaction Database (ORD), a public repository of structured organic reaction records Reactants: BrC1=CC=C(C=C1)\C(=C(/COC1=CC=C(C=C1)C[C@@H](C(=O)OCC)OCC)\CC)\C ((Z)-(S)-Ethyl 3-{4-[3-(4-Bromophenyl)-2-ethyl-but-2-enyloxy]-phenyl}-2-ethoxy-propionate), [OH-].[Na+] (sodium hydroxide). Reported procedure: The title compound was prepared from (Z)-(S)-ethyl 3-{4-[3-(4-bromophenyl)-2-ethyl-but-2-enyloxy]-phenyl}-2-ethoxy-propionate (Example 98) (475 mg, 1.0 mmol) and sodium hydroxide (1M, 2.0 ml, 2.0 mmol) by a procedure analogous to that described in example 51, yielding (Z)-(S)-3-{4-[3-(4-bromophenyl)-2-ethyl-but-2-enyloxy]-phenyl}-2-ethoxy-propionic acid (0.424 g, 95%) as a pale yellow oil. Isolated yield 94.8%. Reaction SMILES: [Br:1][C:2]1[CH:7]=[CH:6][C:5](/[C:8](/[CH3:30])=[C:9](/[CH2:28][CH3:29])\[CH2:10][O:11][C:12]2[CH:17]=[CH:16][C:15]([CH2:18][C@H:19]([O:25][CH2:26][CH3:27])[C:20]([O:22]CC)=[O:21])=[CH:14][CH:13]=2)=[CH:4][CH:3]=1.[OH-].[Na+]>>[Br:1][C:2]1[CH:3]=[CH:4][C:5](/[C:8](/[CH3:30])=[C:9](/[CH2:28][CH3:29])\[CH2:10][O:11][C:12]2[CH:17]=[CH:16][C:15]([CH2:18][C@H:19]([O:25][CH2:26][CH3:27])[C:20]([OH:22])=[O:21])=[CH:14][CH:13]=2)=[CH:6][CH:7]=1 |f:1.2|. Yields the product BrC1=CC=C(C=C1)\C(=C(/COC1=CC=C(C=C1)C[C@@H](C(=O)O)OCC)\CC)\C ((Z)-(S)-3-{4-[3-(4-bromophenyl)-2-ethyl-but-2-enyloxy]-phenyl}-2-ethoxy-propionic acid). Starting materials: CN (methylamine), BrC1=C(C=CC=C1)S(=O)Cl (2-bromobenzenesulfinyl chloride), O (water). The solvent is ClCCl (dichloromethane). Reaction conditions: temperature -10 celsius. The product is BrC1=C(C=CC=C1)S(=O)NC (2-bromo-N-methylbenzenesulfinamide). Isolated yield 82.7%. As a reaction SMILES: [CH3:1][NH2:2].[Br:3][C:4]1[CH:9]=[CH:8][CH:7]=[CH:6][C:5]=1[S:10](Cl)=[O:11].O>ClCCl>[Br:3][C:4]1[CH:9]=[CH:8][CH:7]=[CH:6][C:5]=1[S:10]([NH:2][CH3:1])=[O:11]. Procedure: Liquified methylamine (36.3 mL, 0.817 mol) was added slowly to a stirred solution of 2-bromobenzenesulfinyl chloride (48.9 g, 0.204 mol) in dichloromethane (489 mL) cooled below -70° C. The reaction mixture was allowed to warm to -10° C. and was then shaken with water (489 mL). The layers were separated, and the dichloromethane layer was washed with water (2×245 mL), dried (Na2SO4), and filtered. Evaporation of the solvent left a pale yellow oil (44.4 g) that mostly crystallized on standing. Thi... Reactants: COC1=C(C=C(C=C1)B(O)O)C (4-methoxy-3-methyl phenylboronic acid), C(C)OC(CN1CCC(CC1)C(=O)SC1=CC=CC=C1)=O ((4-phenylsulfanylcarbonyl-piperidin-1-yl)-acetic acid ethyl ester). The reagents and catalysts are C=1C=CC(=CC1)/C=C/C(=O)/C=C/C2=CC=CC=C2.C=1C=CC(=CC1)/C=C/C(=O)/C=C/C2=CC=CC=C2.C=1C=CC(=CC1)/C=C/C(=O)/C=C/C2=CC=CC=C2.[Pd].[Pd] (Pd2dba3), S1C(=CC=C1)C(=O)[O-].[Cu+] (copper (I) thiophene-2-carboxylate). Run in C(C)(=O)OCC (ethyl acetate), COCCOC (DME). Reaction conditions: time 16 hour. The product is C(C)OC(CN1CCC(CC1)C(C1=CC(=C(C=C1)OC)C)=O)=O ([4-(4-Methoxy-3-methyl-benzoyl)-piperidin-1-yl]-acetic acid ethyl ester). Yield: 46.2%. RXN SMILES: [CH3:1][O:2][C:3]1[CH:8]=[CH:7][C:6](B(O)O)=[CH:5][C:4]=1[CH3:12].[CH2:13]([O:15][C:16](=[O:33])[CH2:17][N:18]1[CH2:23][CH2:22][CH:21]([C:24](SC2C=CC=CC=2)=[O:25])[CH2:20][CH2:19]1)[CH3:14]>COCCOC.C(OCC)(=O)C.C1C=CC(/C=C/C(/C=C/C2C=CC=CC=2)=O)=CC=1.C1C=CC(/C=C/C(/C=C/C2C=CC=CC=2)=O)=CC=1.C1C=CC(/C=C/C(/C=C/C2C=CC=CC=2)=O)=CC=1.[Pd].[Pd].S1C=CC=C1C([O-])=O.[Cu+]>[CH2:13]([O:15][C:16](=[O:33])[CH2:17][N:18]1[CH2:23][CH2:22][CH:21]([C:24](=[O:25])[C:6]2[CH:7]=[CH:8][C:3]([O:2][CH3:1])=[C:4]([CH3:12])[CH:5]=2)[CH2:20][CH2:19]1)[CH3:14] |f:4.5.6.7.8,9.10|. Reported procedure: To a mixture of 4-methoxy-3-methyl phenylboronic acid (0.32 g, 1.95 mmol), ligand TFP (0.06 g, 0.26 mmol), Pd2dba3 (0.12 g, 0.13 mmol), copper (I) thiophene-2-carboxylate (0.37 g, 2.0 mmol) was added a solution of (4-phenylsulfanylcarbonyl-piperidin-1-yl)-acetic acid ethyl ester (0.4 g, 1.3 mmol) in 6 mL of DME. It was stirred at RT for 16 hours, the reaction mixture was diluted with ethyl acetate, filtered through celite then concentrated in vacuo. Purification by flash chromatography gave the ... Reactants: C=O (formaldeyde), [BH-](OC(=O)C)(OC(=O)C)OC(=O)C.[Na+] (NaBH(OAc)3), N[C@@H]1CC[C@@H]([C@@H](C1)C(=O)O)NC(CNC(C1=CC(=C(C=C1)O)C(C)(C)C)=O)=O ((1R,2S,5R)-5-amino-2-(2-(3-tert-butyl-4-hydroxybenzamido)acetamido)cyclohexanecarboxylic acid), C(Cl)Cl (CH2Cl2), [BH-](OC(=O)C)(OC(=O)C)OC(=O)C.[Na+] (NaBH(OAc)3), CC(=O)C (acetone). Solvent: C(C)(=O)O (acetic acid). Conditions: time 12 hour. Product: C(C)(C)(C)C=1C=C(C(=O)NCC(=O)N[C@@H]2[C@@H](C[C@@H](CC2)N(C)C(C)C)C(=O)O)C=CC1O ((1R,2S,5R)-2-(2-(3-tert-butyl-4-hydroxybenzamido)acetamido)-5-(isopropyl(methyl)amino)cyclohexanecarboxylic acid). The yield is 29.0%. RXN SMILES: [NH2:1][C@H:2]1[CH2:7][C@@H:6]([C:8]([OH:10])=[O:9])[C@@H:5]([NH:11][C:12](=[O:28])[CH2:13][NH:14][C:15](=[O:27])[C:16]2[CH:21]=[CH:20][C:19]([OH:22])=[C:18]([C:23]([CH3:26])([CH3:25])[CH3:24])[CH:17]=2)[CH2:4][CH2:3]1.C(Cl)Cl.[BH-](OC(C)=O)(OC(C)=O)O[C:34](C)=O.[Na+].C=O.[CH3:48][C:49]([CH3:51])=O>C(O)(=O)C>[C:23]([C:18]1[CH:17]=[C:16]([CH:21]=[CH:20][C:19]=1[OH:22])[C:15]([NH:14][CH2:13][C:12]([NH:11][C@H:5]1[CH2:4][CH2:3][C@@H:2]([N:1]([CH:49]([CH3:51])[CH3:48])[CH3:34])[CH2:7][C@H:6]1[C:8]([OH:10])=[O:9])=[O:28])=[O:27])([CH3:24])([CH3:25])[CH3:26] |f:2.3|. Procedure: To a solution of (1R,2S,5R)-5-amino-2-(2-(3-tert-butyl-4-hydroxybenzamido)acetamido)cyclohexanecarboxylic acid (67 mg, 0.17 mmol) in anhyd CH2Cl2 (1 mL) and acetone (1 mL) was added acetic acid (0.5 mL) and NaBH(OAc)3 (110 mg, 0.51 mmol) and the reaction mixture was stirred at room temperature for 12 h. The reaction mixture was concentrated in vacuo and the residue was dissolved in CH2Cl2 (1 mL) and CH3CN (1 mL). To this solution was added formaldeyde (4 mL, 37% in water) and NaBH(OAc)3 (200 mg,... The reactants are COC(=O)C1=NC(=CC(=C1Cl)NC(C)=O)C1=C(C(=C(C=C1)Cl)OCC)F (4-acetylamino-3-chloro-6-(4-chloro-2-fluoro-3-ethoxyphenyl)pyridine-2-carboxylic acid methyl ester), C(C)(=O)Cl (acetyl chloride), O (Water). Solvent: CO (methanol). Product: COC(=O)C1=NC(=CC(=C1Cl)N)C1=C(C(=C(C=C1)Cl)OCC)F (4-amino-3-chloro-6-(4-chloro-2-fluoro-3-ethoxyphenyl)pyridine-2-carboxylic acid methyl ester). RXN SMILES: [CH3:1][O:2][C:3]([C:5]1[C:10]([Cl:11])=[C:9]([NH:12]C(=O)C)[CH:8]=[C:7]([C:16]2[CH:21]=[CH:20][C:19]([Cl:22])=[C:18]([O:23][CH2:24][CH3:25])[C:17]=2[F:26])[N:6]=1)=[O:4].C(Cl)(=O)C.O>CO>[CH3:1][O:2][C:3]([C:5]1[C:10]([Cl:11])=[C:9]([NH2:12])[CH:8]=[C:7]([C:16]2[CH:21]=[CH:20][C:19]([Cl:22])=[C:18]([O:23][CH2:24][CH3:25])[C:17]=2[F:26])[N:6]=1)=[O:4]. Procedure details: To a solution of 4-acetylamino-3-chloro-6-(4-chloro-2-fluoro-3-ethoxyphenyl)pyridine-2-carboxylic acid methyl ester (0.5 g, 0.0013 mol) in methanol (10 mL) was added acetyl chloride (1 mL) and the solution heated under reflux for 1 hour. Water (2 mL) was added and resulting solid collected and dried to give 4-amino-3-chloro-6-(4-chloro-2-fluoro-3-ethoxyphenyl)pyridine-2-carboxylic acid methyl ester: mp 154-156° C. Starting materials: ClCCl, Cl, CC(O)C1CO1, COC(=O)CCS. Reaction SMILES: [CH2:15]([Cl:16])[Cl:17].[ClH:7].[O:1]1[CH:2]([CH:3]([CH3:4])[OH:5])[CH2:6]1.[SH:8][CH2:9][CH2:10][C:11](=[O:12])[O:13][CH3:14]>>[OH:1][CH:2]([CH:3]([CH3:4])[OH:5])[CH2:6][S:8][CH2:9][CH2:10][C:11](=[O:12])[O:13][CH3:14]. The product is COC(=O)CCSCC(O)C(C)O. Starting materials: O=C1CCc2cc(OCc3ccccc3)ccc21, C1CCOC1, COC(=O)C[Si](C)(C)C, C[Si](C)(C)[N-][Si](C)(C)C, CCOC(C)=O, [Li+]. The product is COC(=O)C=C1CCc2cc(OCc3ccccc3)ccc21. RXN SMILES: [CH2:20]([c:21]1[cH:22][cH:23][cH:24][cH:25][cH:26]1)[O:27][c:28]1[cH:29][c:30]2[c:34]([cH:35][cH:36]1)[C:33](=[O:37])[CH2:32][CH2:31]2.[CH2:44]1[O:45][CH2:46][CH2:47][CH2:48]1.[CH3:11][Si:12]([CH2:13][C:14](=[O:15])[O:16][CH3:17])([CH3:18])[CH3:19].[CH3:1][Si:2]([N-:3][Si:4]([CH3:5])([CH3:6])[CH3:7])([CH3:8])[CH3:9].[CH3:38][CH2:39][O:40][C:41]([CH3:42])=[O:43].[Li+:10]>>[CH:13]([C:14](=[O:15])[O:16][CH3:17])=[C:33]1[CH2:32][CH2:31][c:30]2[cH:29][c:28]([O:27][CH2:20][c:21]3[cH:22][cH:23][cH:24][cH:25][cH:26]3)[cH:36][cH:35][c:34]21.